Dataset: the Open Reaction Database (ORD), a public repository of structured organic reaction records. Task: describe an organic reaction: reactants, conditions, products, and yield Starting materials: ClCl (chlorine), O1C=NC2=C1C=CC=C2 (1,3-benzoxazole), ClC=1OC2=C(N1)C=CC=C2 (2-chlorobenzoxazole). The reagents and catalysts are [Fe](Cl)(Cl)Cl (iron (III) chloride). Solvent: O=P(Cl)(Cl)Cl (POCl3). Yields the product ClC=1OC2=C(N1)C=CC(=C2)Cl (2,6-dichlorobenzoxazole). As a reaction SMILES: O1C2C=CC=CC=2N=C1.[Cl:10]Cl.[Cl:12][C:13]1[O:14][C:15]2[CH:21]=[CH:20][CH:19]=[CH:18][C:16]=2[N:17]=1>[Fe](Cl)(Cl)Cl.O=P(Cl)(Cl)Cl>[Cl:12][C:13]1[O:14][C:15]2[CH:21]=[C:20]([Cl:10])[CH:19]=[CH:18][C:16]=2[N:17]=1. Reported procedure: With efficient stirring, 10 g (0.083 mol) of 1,3-benzoxazole (>99% pure), together with 100 ml of POCl3 and 0.2 g of iron (III) chloride (dry), were heated to 100° C. At this temperature, chlorine gas was introduced under the surface of the liquid. GC control of the reaction showed that initially 2-chlorobenzoxazole was formed which, with further substitution, then reacted to give 2,6-dichlorobenzoxazole. Once all of the starting material had been consumed, the reaction was terminated. According... Reactants: ClC=1C=C(C(=O)O)C=CC1C(NC1=CC(=C(C=C1)Cl)C1=NC=CC=C1)=O (3-chloro-4-(4-chloro-3-(pyridin-2-yl)phenylcarbamoyl)benzoic acid), NC=1NC=CN1 (2-aminoimidazole). The product is ClC1=C(C(=O)NC2=CC(=C(C=C2)Cl)C2=NC=CC=C2)C=CC(=C1)C(=O)NC=1NC=CN1 (2-chloro-N1-(4-chloro-3-(pyridin-2-yl)phenyl)-N4-(1H-imidazol-2-yl)terephthalamide). Reaction SMILES: [Cl:1][C:2]1[CH:3]=[C:4]([CH:8]=[CH:9][C:10]=1[C:11](=[O:26])[NH:12][C:13]1[CH:18]=[CH:17][C:16]([Cl:19])=[C:15]([C:20]2[CH:25]=[CH:24][CH:23]=[CH:22][N:21]=2)[CH:14]=1)[C:5](O)=[O:6].[NH2:27][C:28]1[NH:29][CH:30]=[CH:31][N:32]=1>>[Cl:1][C:2]1[CH:3]=[C:4]([C:5]([NH:27][C:28]2[NH:29][CH:30]=[CH:31][N:32]=2)=[O:6])[CH:8]=[CH:9][C:10]=1[C:11]([NH:12][C:13]1[CH:18]=[CH:17][C:16]([Cl:19])=[C:15]([C:20]2[CH:25]=[CH:24][CH:23]=[CH:22][N:21]=2)[CH:14]=1)=[O:26]. Reported procedure: 50 mg of 3-chloro-4-(4-chloro-3-(pyridin-2-yl)phenylcarbamoyl)benzoic acid was coupled to 2-aminoimidazole via Procedure G. The product was purified on reverse phase HPLC to yield 2-chloro-N1-(4-chloro-3-(pyridin-2-yl)phenyl)-N4-(1H-imidazol-2-yl)terephthalamide. MS (Q1) 452 (m)+. Starting materials: CC(=O)O, Cc1ccccc1, CCOC(=O)N=NC(=O)OCC, O=C(OCc1ccccc1)N1CCC(O)C1, c1ccc(P(c2ccccc2)c2ccccc2)cc1. Yields the product CC(=O)OC1CCN(C(=O)OCc2ccccc2)C1. Reaction SMILES: [CH3:36][C:37]([OH:38])=[O:39].[CH3:52][c:53]1[cH:54][cH:55][cH:56][cH:57][cH:58]1.[O:40]=[C:41]([O:42][CH2:43][CH3:44])[N:45]=[N:46][C:47]([O:48][CH2:49][CH3:50])=[O:51].[OH:1][CH:2]1[CH2:3][N:4]([C:7](=[O:8])[O:9][CH2:10][c:11]2[cH:12][cH:13][cH:14][cH:15][cH:16]2)[CH2:5][CH2:6]1.[c:17]1([P:18]([c:19]2[cH:20][cH:21][cH:22][cH:23][cH:24]2)[c:25]2[cH:26][cH:27][cH:28][cH:29][cH:30]2)[cH:31][cH:32][cH:33][cH:34][cH:35]1>>[O:1]([CH:2]1[CH2:3][N:4]([C:7](=[O:8])[O:9][CH2:10][c:11]2[cH:12][cH:13][cH:14][cH:15][cH:16]2)[CH2:5][CH2:6]1)[C:37]([CH3:36])=[O:38]. The reactants are CS(=O)(=O)C1=NN=C(S1)N=C=O (5-Methylsulfonyl-1,3,4-thiadiazol-2-yl isocyanate), dimethyl acetal, C(CC)NC(C=O)COC (2-propylamino-3-methoxypropionaldehyde). Run in C1=CC=CC=C1 (benzene), C1=CC=CC=C1 (benzene). Yields the product dimethyl acetal, C(CC)N(C(=O)NC=1SC(=NN1)S(=O)(=O)C)C(C=O)COC (2-[1-propyl-3-(5-methylsulfonyl-1,3,4-thiadiazol-2-yl)ureido]-3-methoxypropionaldehyde). As a reaction SMILES: [CH3:1][S:2]([C:5]1[S:9][C:8]([N:10]=[C:11]=[O:12])=[N:7][N:6]=1)(=[O:4])=[O:3].[CH2:13]([NH:16][CH:17]([CH2:20][O:21][CH3:22])[CH:18]=[O:19])[CH2:14][CH3:15]>C1C=CC=CC=1>[CH2:13]([N:16]([CH:17]([CH2:20][O:21][CH3:22])[CH:18]=[O:19])[C:11]([NH:10][C:8]1[S:9][C:5]([S:2]([CH3:1])(=[O:4])=[O:3])=[N:6][N:7]=1)=[O:12])[CH2:14][CH3:15]. Reported procedure: 5-Methylsulfonyl-1,3,4-thiadiazol-2-yl isocyanate dimer (0.05 mole), the dimethyl acetal of 2-propylamino-3-methoxypropionaldehyde (0.1 mole) and benzene (60 ml) are charged into a glass reaction vessel equipped with a mechanical stirrer, thermometer and reflux condenser. The reaction mixture is heated at reflux for a period of about 30 minutes. After this time the mixture is stripped of benzene under reduced pressure to yield a solid product as the residue. This residue is then recrystallized t...